Dataset: the Open Reaction Database (ORD), a public repository of structured organic reaction records. Task: describe an organic reaction: reactants, conditions, products, and yield Yields the product [I-].C[N+](CCC[Si](O[Si](C)(C)C)(O[Si](C)(C)C)O[Si](C)(C)C)(C)C (N,N,N-Trimethyl-N-[3-(tris-trimethylsiloxy-silyl)-propyl]ammonium iodide). Starting materials: NCCC[Si](O[Si](C)(C)C)(O[Si](C)(C)C)O[Si](C)(C)C (3-aminopropyltris(trimethylsiloxy)silane), CI (methyl iodide), C([O-])([O-])=O.[Na+].[Na+] (sodium carbonate), CN(C=O)C (dimethylformamide). Procedure details: 0.8 g of 3-aminopropyltris(trimethylsiloxy)silane, 1.8 g of methyl iodide and 1.35 g of sodium carbonate are added to 50 ml of dimethylformamide. The reaction mixture is stirred for 3 hours at room temperature. The solvent is evaporated and the residue taken in methylene chloride and water. The organic phase is then washed with water, dried and evaporated whereby compound (35) is obtained; 1H-NMR (ppm, CDCl3): 3.45-3.32 11H m, 1.68-1.58 2H m, 0.39 2H t, 0.00 27H s. RXN SMILES: NC[CH2:3][CH2:4][Si:5]([O:16][Si:17]([CH3:20])([CH3:19])[CH3:18])([O:11][Si:12]([CH3:15])([CH3:14])[CH3:13])[O:6][Si:7]([CH3:10])([CH3:9])[CH3:8].[CH3:21][I:22].C(=O)([O-])[O-].[Na+].[Na+].[CH3:29][N:30]([CH3:33])[CH:31]=O>>[I-:22].[CH3:29][N+:30]([CH3:33])([CH3:21])[CH2:31][CH2:3][CH2:4][Si:5]([O:11][Si:12]([CH3:13])([CH3:15])[CH3:14])([O:16][Si:17]([CH3:20])([CH3:19])[CH3:18])[O:6][Si:7]([CH3:8])([CH3:9])[CH3:10] |f:2.3.4,6.7|. Conditions: time 3 hour. Yield: 53.4%. RXN SMILES: [N+:1]([C:4]1[C:5]([OH:11])=[N:6][CH:7]=[CH:8][C:9]=1[OH:10])([O-:3])=[O:2].[H-].[Na+].[CH2:14](I)[CH3:15]>CN(C=O)C>[CH2:14]([N:6]1[CH:7]=[CH:8][C:9]([OH:10])=[C:4]([N+:1]([O-:3])=[O:2])[C:5]1=[O:11])[CH3:15] |f:1.2|. Run at temperature 0 celsius, time 15 minute. Reported procedure: To a solution of 3-nitro-pyridine-2,4-diol (1.0 g, 6.41 mmol) in DMF (10 mL) at 0° C., was added NaH (0.51 g, 12.82 mmol 60% in mineral oil). After stirring at 0° C. for 15 min, ethyl iodide (1.10 g, 7.05 mmol) was added and the reaction was stirred at 55° C. for 17 h. After cooling to room temperature, the mixture was poured into ice water, and then filtered to remove insoluble material. The filtrate was acidified with 1 N HCl, extracted with CH2Cl2, dried with MgSO4, and concentrated. The prod... Solvent: CN(C)C=O (DMF). Product: C(C)N1C(C(=C(C=C1)O)[N+](=O)[O-])=O (1-ethyl-4-hydroxy-3-nitro-1H-pyridin-2-one). Starting materials: [N+](=O)([O-])C=1C(=NC=CC1O)O (3-nitro-pyridine-2,4-diol), [H-].[Na+] (NaH), ice water, C(C)I (ethyl iodide). Reactants: CCO, COc1cc2c(cc1OC)C(c1ccccc1)N(C(=O)CCl)CC2, NC(N)=S. Product: COc1cc2c(cc1OC)C(c1ccccc1)NCC2. RXN SMILES: [CH3:29][CH2:30][OH:31].[Cl:5][CH2:6][C:7](=[O:8])[N:9]1[CH:10]([c:23]2[cH:24][cH:25][cH:26][cH:27][cH:28]2)[c:11]2[cH:12][c:13]([O:21][CH3:22])[c:14]([O:19][CH3:20])[cH:15][c:16]2[CH2:17][CH2:18]1.[NH2:1][C:2](=[S:3])[NH2:4]>>[NH:9]1[CH:10]([c:23]2[cH:24][cH:25][cH:26][cH:27][cH:28]2)[c:11]2[cH:12][c:13]([O:21][CH3:22])[c:14]([O:19][CH3:20])[cH:15][c:16]2[CH2:17][CH2:18]1. The reactants are P(=O)(Cl)(Cl)Cl (phosphorous oxychloride), COC1=CC=C(CN2N=C(C3=C2N=CC=C3O)C)C=C1 (1-(4-Methoxybenzyl)-3-methyl-1H-pyrazolo[3,4-b]pyridin-4-ol). The solvent is ClC(C)Cl (dichloroethane). Run at temperature 115 celsius, time 1 hour. Yields the product ClC1=C2C(=NC=C1)N(N=C2C)CC2=CC=C(C=C2)OC (4-chloro-1-(4-methoxybenzyl)-3-methyl-1H-pyrazolo[3,4-b]pyridine). Yield: 95.2%. RXN SMILES: P(Cl)(Cl)([Cl:3])=O.[CH3:6][O:7][C:8]1[CH:25]=[CH:24][C:11]([CH2:12][N:13]2[C:17]3[N:18]=[CH:19][CH:20]=[C:21](O)[C:16]=3[C:15]([CH3:23])=[N:14]2)=[CH:10][CH:9]=1>ClC(Cl)C>[Cl:3][C:21]1[CH:20]=[CH:19][N:18]=[C:17]2[N:13]([CH2:12][C:11]3[CH:24]=[CH:25][C:8]([O:7][CH3:6])=[CH:9][CH:10]=3)[N:14]=[C:15]([CH3:23])[C:16]=12. Procedure details: To a 500 mL round bottom flask was added phosphorous oxychloride (6.63 mL, 72.4 mmol) followed by dichloroethane (120 mL). 1-(4-Methoxybenzyl)-3-methyl-1H-pyrazolo[3,4-b]pyridin-4-ol (6.5 g, 24.1 mmol), prepared according to the procedure of Example 5, Step B, was added directly as a solid. The reaction mixture was stirred for 1 hour at refluxing temperature (115° C.) under N2. The reaction mixture was cooled to room temperature and the solvent was evaporated under reduce pressure. Any remaining... Reactants: O=C1C2=C(N=CN2C)N(C(=O)N1CCCCC(=O)C)C, [Zn].O=S(O)C(F)(F)F. The reagents and catalysts are OOC(C)(C)C. The solvent is O, FC=1C(F)=C(F)C(=C(F)C1F)C(F)(F)F. Conditions: temperature 25 celsius, time 3 hour. The product is O=C1C2=C(N=C(N2C)C(F)(F)F)N(C(=O)N1CCCCC(=O)C)C. The yield is 79.0%. Reactants: C(\C=C\C(=O)O)(=O)O.N1CCNCC1 (piperazine monofumarate), Cl (HCl). Solvent: C(C)O (ethanol). Yields the product Cl.Cl.Cl.N1CCNCC1 (piperazine trihydrochloride). Reaction SMILES: C(O)(=O)/C=C/C(O)=O.[NH:9]1[CH2:14][CH2:13][NH:12][CH2:11][CH2:10]1.[ClH:15]>C(O)C>[ClH:15].[ClH:15].[ClH:15].[NH:9]1[CH2:14][CH2:13][NH:12][CH2:11][CH2:10]1 |f:0.1,4.5.6.7|. Procedure: 5 g of 1-diphenylmethyl-4-[2-(-4-methylphenyl)-5-methyl-1H-imidazol-4-yl)methyl]piperazine monofumarate were dissolved in 100 ml of hot ethanol. 3 ml of commercial concentrated HCl solution (10N) were added with stirring. The solution was refluxed for 30 minutes then the solution was allowed to cool to room temperature. The solvent was evaporated off and the residue was crystallized twice from ethanol at 98° C. to yield 1-diphenylmethyl-4-[2-(-4-methylphenyl)-5-methyl-1H-imidazol-4-yl)methyl]pip... Procedure: Upon saponification of methyl 5-[2-(2-pivaloylamino-4-hydroxy-5,6,7,8-tetrahydropyrido[2,3-d]pyrimidin-6-yl)ethyl]pyrrole-3-carboxylate (401 mg g, 1.0 mmol) with 1N sodium hydroxide (15 mL) as described in Example 11, there is obtained 5-[2-(2-amino-4-hydroxy-5,6,7,8-tetrahydropyrido[2,3-d]pyrimidin-6-yl)ethyl]pyrrole-3-carboxylic acid, mp >260° C.: 1H NMR (DMSO-d6) δ 11.49 (s, 1H), 10.12 (br s, 1H), 9.66 (s, 1H), 7.16 (s, 1H), 6.23 (s, 1H), 6.05 (s, 2H), 5.90 (s, 1H), 3.16 (brd, 1H, J=10.9 Hz),... The product is NC=1N=C(C2=C(N1)NCC(C2)CCC2=CC(=CN2)C(=O)O)O (5-[2-(2-amino-4-hydroxy-5,6,7,8-tetrahydropyrido[2,3-d]pyrimidin-6-yl)ethyl]pyrrole-3-carboxylic acid). Reactants: C(C(C)(C)C)(=O)NC=1N=C(C2=C(N1)NCC(C2)CCC2=CC(=CN2)C(=O)OC)O (methyl 5-[2-(2-pivaloylamino-4-hydroxy-5,6,7,8-tetrahydropyrido[2,3-d]pyrimidin-6-yl)ethyl]pyrrole-3-carboxylate), [OH-].[Na+] (sodium hydroxide). Reaction SMILES: C([NH:7][C:8]1[N:9]=[C:10]([OH:29])[C:11]2[CH2:17][CH:16]([CH2:18][CH2:19][C:20]3[NH:24][CH:23]=[C:22]([C:25]([O:27]C)=[O:26])[CH:21]=3)[CH2:15][NH:14][C:12]=2[N:13]=1)(=O)C(C)(C)C.[OH-].[Na+]>>[NH2:7][C:8]1[N:9]=[C:10]([OH:29])[C:11]2[CH2:17][CH:16]([CH2:18][CH2:19][C:20]3[NH:24][CH:23]=[C:22]([C:25]([OH:27])=[O:26])[CH:21]=3)[CH2:15][NH:14][C:12]=2[N:13]=1 |f:1.2|.